This data is from the Open Reaction Database (ORD), a public repository of structured organic reaction records. The task is: describe an organic reaction: reactants, conditions, products, and yield Reaction SMILES: [CH3:3][C:4]1([CH3:22])[CH:5]([OH:21])[CH:6]([n:14]2[c:15](=[O:20])[cH:16][cH:17][cH:18][cH:19]2)[c:7]2[cH:8][n:9][cH:10][cH:11][c:12]2[O:13]1.[H-:1].[Na+:25].[Na+:2].[O:26]1[CH2:27][CH2:28][CH2:29][CH2:30]1.[OH-:24].[OH2:23]>>[CH3:3][C:4]1([CH3:22])[CH:5]=[C:6]([n:14]2[c:15](=[O:20])[cH:16][cH:17][cH:18][cH:19]2)[c:7]2[cH:8][n:9][cH:10][cH:11][c:12]2[O:13]1. The reactants are CC1(C)Oc2ccncc2C(n2ccccc2=O)C1O, [H-], [Na+], [Na+], C1CCOC1, [OH-], O. Yields the product CC1(C)C=C(n2ccccc2=O)c2cnccc2O1. Reactants: CCc1cc2c(cc1CC)CC(C)(NCc1ccccc1)C2, CO, [H][H]. Yields the product CCc1cc2c(cc1CC)CC(C)(N)C2. As a reaction SMILES: [CH2:1]([c:2]1[cH:3][cH:4][cH:5][cH:6][cH:7]1)[NH:8][C:9]1([CH3:22])[CH2:10][c:11]2[cH:12][c:13]([CH2:20][CH3:21])[c:14]([CH2:18][CH3:19])[cH:15][c:16]2[CH2:17]1.[CH3:25][OH:26].[H:23][H:24]>>[NH2:8][C:9]1([CH3:22])[CH2:10][c:11]2[cH:12][c:13]([CH2:20][CH3:21])[c:14]([CH2:18][CH3:19])[cH:15][c:16]2[CH2:17]1.